This data is from the Open Reaction Database (ORD), a public repository of structured organic reaction records. The task is: describe an organic reaction: reactants, conditions, products, and yield As a reaction SMILES: [H-].[Na+].C(S)C.C[O:7][C:8]1[CH:9]=[C:10]([C:14]23[CH:22]4[CH2:23][CH:19]([CH:20]=[CH:21]4)[CH:18]2[CH2:17][N:16]([CH3:24])[CH2:15]3)[CH:11]=[CH:12][CH:13]=1>CN(C)C=O>[CH3:24][N:16]1[CH2:15][C:14]2([C:10]3[CH:9]=[C:8]([OH:7])[CH:13]=[CH:12][CH:11]=3)[CH:18]([CH:19]3[CH2:23][CH:22]2[CH:21]=[CH:20]3)[CH2:17]1 |f:0.1|. Procedure: A 733 mg portion of sodium hydride was suspended in 25 ml of dry dimethylformamide and 1.2 ml of ethane thiol in 10 ml of dry dimethylformamide was added dropwise at ice bath temperature. A 1.92 g portion of 2,3,3a,4,7,-7a-hexahydro-3a-(3-methoxyphenyl)-2-methyl-4,7-methano-1H-isoindole was added and the solution was heated at reflux for 6 hours, then cooled and evaporated in vacuo. The residue was taken up in water, extracted with ether, then hexane and neutralized with acetic acid giving a sol... Yields the product CN1CC2C3C=CC(C2(C1)C=1C=C(C=CC1)O)C3 (3-(1,2,3,4,7,7a-Hexahydro-2-methyl-4,7-methano-3aH-isoindol-3a-yl)phenol). Run in CN(C=O)C (dimethylformamide), CN(C=O)C (dimethylformamide). The reactants are [H-].[Na+] (sodium hydride), C(C)S (ethane thiol), COC=1C=C(C=CC1)C12CN(CC2C2C=CC1C2)C (2,3,3a,4,7,-7a-hexahydro-3a-(3-methoxyphenyl)-2-methyl-4,7-methano-1H-isoindole).